From a dataset of the Open Reaction Database (ORD), a public repository of structured organic reaction records. describe an organic reaction: reactants, conditions, products, and yield Reactants: C(C1=CC=CC=C1)N1CC(CC1)C=1SC2=C(N1)C=1C=CC=CC1C2 (2-(1-benzyl-3-pyrrolidinyl)-8H-indeno[1,2-d]thiazole), ClC(=O)OC(C)Cl (1-chloroethyl chloroformate). The solvent is ClC(C)Cl (dichloroethane). Yields the product N1CC(CC1)C=1SC2=C(N1)C=1C=CC=CC1C2 (2-(3-pyrrolidinyl)-8H-indeno[1,2-d]thiazole). Isolated yield 28.7%. Reaction SMILES: C([N:8]1[CH2:12][CH2:11][CH:10]([C:13]2[S:14][C:15]3[CH2:24][C:23]4[CH:22]=[CH:21][CH:20]=[CH:19][C:18]=4[C:16]=3[N:17]=2)[CH2:9]1)C1C=CC=CC=1.ClC(OC(Cl)C)=O>ClC(Cl)C>[NH:8]1[CH2:12][CH2:11][CH:10]([C:13]2[S:14][C:15]3[CH2:24][C:23]4[CH:22]=[CH:21][CH:20]=[CH:19][C:18]=4[C:16]=3[N:17]=2)[CH2:9]1. Procedure details: To a solution of 0.86 g of 2-(1-benzyl-3-pyrrolidinyl)-8H-indeno[1,2-d]thiazole in 5 ml of dichloroethane was added 5 ml of 1-chloroethyl chloroformate, followed by heating under reflux for 2 hours. After cooling, the solvent was evaporated and 10 ml of methanol was added to the resulting residue, followed by heating under reflux for 2 hours. After the completion of the reaction, ethyl acetate was added to the reaction mixture, followed by extraction with 1N hydrochloric acid. The extract was ne... Starting materials: C(C)(C)NC=1SC2=NC(=CC=C2N1)C(=O)OC (methyl 2-(isopropylamino)thiazolo[5,4-b]pyridine-5-carboxylate), [H-].[H-].[H-].[H-].[Li+].[Al+3] (LAH), CCOC(=O)C (EtOAc). Solvent: C1CCOC1 (THF). Reaction conditions: time 2.25 hour. The product is C(C)(C)NC=1SC2=NC(=CC=C2N1)CO ((2-(isopropylamino)thiazolo[5,4-b]pyridin-5-yl)methanol). Isolated yield 84.3%. RXN SMILES: [CH:1]([NH:4][C:5]1[S:6][C:7]2[C:12]([N:13]=1)=[CH:11][CH:10]=[C:9]([C:14](OC)=[O:15])[N:8]=2)([CH3:3])[CH3:2].[H-].[H-].[H-].[H-].[Li+].[Al+3].CCOC(C)=O>C1COCC1>[CH:1]([NH:4][C:5]1[S:6][C:7]2[C:12]([N:13]=1)=[CH:11][CH:10]=[C:9]([CH2:14][OH:15])[N:8]=2)([CH3:3])[CH3:2] |f:1.2.3.4.5.6|. Reported procedure: To a solution of methyl 2-(isopropylamino)thiazolo[5,4-b]pyridine-5-carboxylate (1.67 g, 6.64 mmol, 1.0 eq.) in THF (17 mL) under nitrogen at 0° C. was added LAH (1M, THF; 10 mL, 10 mmol, 1.5 eq.). After 2.25 hr, ice and EtOAc were added, the cold bath was removed, and the solution was stirred to room temperature. The layers were separated, and the organic layer was washed with brine, dried over Na2SO4, filtered, and concentrated in vacuo. Silica gel chromatography using CH2Cl2:MeOH (10:0.4) as ... Reactants: Cl, [Na+], CCCc1c(Cc2ccc(-c3ccccc3C#N)c(C)c2)c(=O)n(C2CCC3(CC2)OCCO3)c2nc(C)nn12, C1CCOC1, [OH-]. The product is CCCc1c(Cc2ccc(-c3ccccc3C#N)c(C)c2)c(=O)n(C2CCC(=O)CC2)c2nc(C)nn12. Reaction SMILES: [ClH:41].[Na+:43].[O:1]1[CH2:3][CH2:2][O:4][C:5]12[CH2:6][CH2:7][CH:8]([n:11]1[c:12]3[n:13]([c:14]([CH2:34][CH2:35][CH3:36])[c:15]([CH2:18][c:19]4[cH:20][c:21]([CH3:33])[c:22](-[c:25]5[c:26]([C:31]#[N:32])[cH:27][cH:28][cH:29][cH:30]5)[cH:23][cH:24]4)[c:16]1=[O:17])[n:37][c:38]([CH3:40])[n:39]3)[CH2:9][CH2:10]2.[O:44]1[CH2:45][CH2:46][CH2:47][CH2:48]1.[OH-:42]>>[O:4]=[C:5]1[CH2:6][CH2:7][CH:8]([n:11]2[c:12]3[n:13]([c:14]([CH2:34][CH2:35][CH3:36])[c:15]([CH2:18][c:19]4[cH:20][c:21]([CH3:33])[c:22](-[c:25]5[c:26]([C:31]#[N:32])[cH:27][cH:28][cH:29][cH:30]5)[cH:23][cH:24]4)[c:16]2=[O:17])[n:37][c:38]([CH3:40])[n:39]3)[CH2:9][CH2:10]1.